Dataset: the Open Reaction Database (ORD), a public repository of structured organic reaction records. Task: describe an organic reaction: reactants, conditions, products, and yield Starting materials: CC1=C(CC2(CCNCC2)O)C=CC=C1 (4-(2-methyl-benzyl)-piperidin-4-ol), C(C1=CC=CC=C1)OC=1C=CC2=C(CC(O2)CBr)C1 (5-benzyloxy-2-(RS)-bromomethyl-2,3-dihydro-benzofuran). Product: CC1=C(CC2(CCN(CC2)CC2OC3=C(C2)C=C(C=C3)OCC3=CC=CC=C3)O)C=CC=C1 ((RS)-4-(2-Methyl-benzyl)-1-(5-benzyloxy-2,3-dihydro-benzofuran-2-ylmethyl)-piperidin-4-ol). As a reaction SMILES: [CH3:1][C:2]1[CH:15]=[CH:14][CH:13]=[CH:12][C:3]=1[CH2:4][C:5]1([OH:11])[CH2:10][CH2:9][NH:8][CH2:7][CH2:6]1.[CH2:16]([O:23][C:24]1[CH:25]=[CH:26][C:27]2[O:31][CH:30]([CH2:32]Br)[CH2:29][C:28]=2[CH:34]=1)[C:17]1[CH:22]=[CH:21][CH:20]=[CH:19][CH:18]=1>>[CH3:1][C:2]1[CH:15]=[CH:14][CH:13]=[CH:12][C:3]=1[CH2:4][C:5]1([OH:11])[CH2:6][CH2:7][N:8]([CH2:32][CH:30]2[CH2:29][C:28]3[CH:34]=[C:24]([O:23][CH2:16][C:17]4[CH:22]=[CH:21][CH:20]=[CH:19][CH:18]=4)[CH:25]=[CH:26][C:27]=3[O:31]2)[CH2:9][CH2:10]1. Procedure details: The title compound MS: m/e=444.6 (M+H+) was prepared from 4-(2-methyl-benzyl)-piperidin-4-ol and 5-benzyloxy-2-(RS)-bromomethyl-2,3-dihydro-benzofuran. RXN SMILES: [Br:1][C:2]1[N:11]=[C:10]2[C:5]([CH:6]=[CH:7][C:8]([N:12]3[CH:20]([OH:21])[C:19]4[C:14](=[CH:15][CH:16]=[CH:17][CH:18]=4)[C:13]3=O)=[N:9]2)=[CH:4][CH:3]=1.[H-].[Na+].[CH2:25]([NH:28][C:29](=[O:32])[CH2:30]Cl)[CH2:26][CH3:27].CN(C)C=[O:36]>>[Br:1][C:2]1[N:11]=[C:10]2[C:5]([CH:6]=[CH:7][C:8]([N:12]3[C:20](=[O:21])[C:19]4[C:14](=[CH:15][CH:16]=[CH:17][CH:18]=4)[CH:13]3[CH:30]([OH:36])[C:29]([NH:28][CH2:25][CH2:26][CH3:27])=[O:32])=[N:9]2)=[CH:4][CH:3]=1 |f:1.2|. The reactants are BrC1=CC=C2C=CC(=NC2=N1)N1C(C2=CC=CC=C2C1O)=O (2-(7-bromo-1,8-naphthyridin-2-yl)-3-hydroxy-1-isoindolinone), CN(C=O)C (dimethylformamide), [H-].[Na+] (sodium hydride), C(CC)NC(CCl)=O (N-(propyl)chloroacetamide). Yields the product BrC1=CC=C2C=CC(=NC2=N1)N1C(C2=CC=CC=C2C1=O)C(C(=O)NCCC)O ([2-(7-bromo-1,8-naphthyridin-2-yl)-3-oxo-1-isoindolinyl]-N-propylglycolamide). Procedure: The procedure is as in Example 26, but starting with 2-(7-bromo-1,8-naphthyridin-2-yl)-3-hydroxy-1-isoindolinone (12 g) in anhydrous dimethylformamide (300 cc), an oily suspension (50% by weight; 2.4 g) of sodium hydride and N-(propyl)chloroacetamide (6.9 g). After recrystallization in acetonitrile, [2-(7-bromo-1,8-naphthyridin-2-yl)-3-oxo-1-isoindolinyl]-N-propylglycolamide (2.1 g), m.p. 174° C., is obtained. Starting materials: C(C)(C)N1N=CN=C1C=1SC=2CCOC3=C(C2N1)C=CC(=C3)C3CN(C3)CC(=O)N (2-{3-[2-(2-Isopropyl-2H-[1,2,4]triazol-3-yl)-4,5-dihydro-6-oxa-3-thia-1-aza-benzo[e]azulen-8-yl]-azetidin-1-yl}-acetamide), N1CC(C1)C=1C=CC2=C(C=3N=C(SC3CCO2)C=2N(N=CN2)C(C)C)C1 (9-azetidin-3-yl-2-(2-isopropyl-2H-[1,2,4]triazol-3-yl)-4,5-dihydro-6-oxa-3-thia-1-aza-benzo[e]azulene), BrCC(=O)N (bromoacetamide). Solvent: CN(C)C=O (DMF). The product is C(C)(C)N1N=CN=C1C=1SC=2CCOC3=C(C2N1)C=C(C=C3)C3CN(C3)CC(=O)N (2-{3-[2-(2-Isopropyl-2H-[1,2,4]triazol-3-yl)-4,5-dihydro-6-oxa-3-thia-1-aza-benzo[e]azulen-9-yl]-azetidin-1-yl}-acetamide). Isolated yield 53.0%. As a reaction SMILES: C(N1C(C2SC3CCOC4C=C(C5CN([CH2:27][C:28]([NH2:30])=[O:29])C5)C=CC=4C=3N=2)=NC=N1)(C)C.[NH:31]1[CH2:34][CH:33]([C:35]2[CH:36]=[CH:37][C:38]3[O:47][CH2:46][CH2:45][C:44]4[S:43][C:42]([C:48]5[N:49]([CH:53]([CH3:55])[CH3:54])[N:50]=[CH:51][N:52]=5)=[N:41][C:40]=4[C:39]=3[CH:56]=2)[CH2:32]1.BrCC(N)=O>CN(C=O)C>[CH:53]([N:49]1[C:48]([C:42]2[S:43][C:44]3[CH2:45][CH2:46][O:47][C:38]4[CH:37]=[CH:36][C:35]([CH:33]5[CH2:34][N:31]([CH2:27][C:28]([NH2:30])=[O:29])[CH2:32]5)=[CH:56][C:39]=4[C:40]=3[N:41]=2)=[N:52][CH:51]=[N:50]1)([CH3:54])[CH3:55]. Procedure: Following the procedure of 319, 9-azetidin-3-yl-2-(2-isopropyl-2H-[1,2,4]triazol-3-yl)-4,5-dihydro-6-oxa-3-thia-1-aza-benzo[e]azulene and bromoacetamide were reacted in DMF to give 371 (111 mg, 53%). LCMS: RT=6.96 min, [M+H]+=425. 1H NMR δ (ppm) (CDCl3): 8.31 (1H, d, J=2.35 Hz), 7.90 (1H, s), 7.17 (1H, dd, J=8.28, 2.36 Hz), 7.03 (1H, d, J=8.26 Hz), 7.01-6.85 (1H, m), 5.91-5.83 (1H, m), 5.41 (1H, s), 4.37 (2H, t, J=5.06 Hz), 3.89 (2H, t, J=7.36 Hz), 3.81-3.73 (1H, m), 3.43-3.34 (4H, m), 3.22 (2H,... Reactants: ClC=1C=C(C=CC1C(C=1SC=CN1)(C1=CC=C(C=C1)Cl)Cl)N1N=CC(NC1=O)=O ((±)-2-[3-chloro-4-[chloro(4-chlorophenyl)-2-thiazolylmethyl]phenyl]-1,2,4-triazine-3,5(2H,4H)-dione), [NH4+].[OH-] (NH4OH), Cl (HCl). Run in C1CCOC1 (THF). Run at time 2 hour. Yields the product ClC=1C=C(C=CC1C(C=1SC=CN1)(C1=CC=C(C=C1)Cl)N)N1N=CC(NC1=O)=O ((±)-2-[3-chloro-4-[amino-(4-chlorophenyl)-2-thiazolylmethyl]phenyl]-1,2,4-triazine-3,5(2H,4H)-dione). Reaction SMILES: [Cl:1][C:2]1[CH:3]=[C:4]([N:22]2[C:27](=[O:28])[NH:26][C:25](=[O:29])[CH:24]=[N:23]2)[CH:5]=[CH:6][C:7]=1[C:8](Cl)([C:14]1[CH:19]=[CH:18][C:17]([Cl:20])=[CH:16][CH:15]=1)[C:9]1[S:10][CH:11]=[CH:12][N:13]=1.[NH4+:30].[OH-].Cl>C1COCC1>[Cl:1][C:2]1[CH:3]=[C:4]([N:22]2[C:27](=[O:28])[NH:26][C:25](=[O:29])[CH:24]=[N:23]2)[CH:5]=[CH:6][C:7]=1[C:8]([NH2:30])([C:14]1[CH:19]=[CH:18][C:17]([Cl:20])=[CH:16][CH:15]=1)[C:9]1[S:10][CH:11]=[CH:12][N:13]=1 |f:1.2|. Procedure: A solution of compound (36) (0.00425 mol) in THF (20 ml) was added dropwise at 5° C. to NH4OH (20 ml) and the mixture was stirred at RT for 2 hours, then poured out on ice, neutralized with HCl 6N and extracted with EtOAc. The organic layer was separated, dried, filtered and the solvent was evaporated. The residue was purified by column chromatography over silica gel (eluent: CH2Cl2/CH3OH 97/3). The pure fractions were collected and the solvent was evaporated. The residue was repurified by colum... Starting materials: [OH-].[Li+] (lithium hydroxide), COC(C(NC([C@H]1N(CCC1)C([C@@H](NC([C@@H](NC([C@@H](NC([C@@H](NC([C@@H](N([N+](=O)[O-])C(CN(C)C(=O)OC(C)(C)C)=O)CCCNC(N)=N)=O)C(C)C)=O)CC1=CC=C(C=C1)O)=O)[C@@H](C)CC)=O)CC1=CNC=N1)=O)=O)=C)=O (t-butoxycarbonylsarcosylnitroarginylvalyltyrosylisoleucylhistidylprolyldehydroalanine methyl ester), Cl (hydrochloric acid). The solvent is O1CCOCC1 (dioxane). Run at time 3 hour. The product is C(C)(C)(C)OC(=O)N(C)CC(=O)N([C@@H](CCCNC(N)=N)C(=O)N[C@@H](C(C)C)C(=O)N[C@@H](CC1=CC=C(C=C1)O)C(=O)N[C@@H]([C@@H](C)CC)C(=O)N[C@@H](CC1=CNC=N1)C(=O)N1[C@H](C(=O)NC(=C)C(=O)O)CCC1)[N+](=O)[O-] (t-butoxycarbonylsarcosylnitroarginylvalyltyrosylisoleucylhistidylprolyldehydroalanine). RXN SMILES: C[O:2][C:3](=[O:77])[C:4](=[CH2:76])[NH:5][C:6](=[O:75])[C@@H:7]1[CH2:11][CH2:10][CH2:9][N:8]1[C:12](=[O:74])[C@H:13]([CH2:68][C:69]1[N:73]=[CH:72][NH:71][CH:70]=1)[NH:14][C:15](=[O:67])[C@H:16]([C@H:63]([CH2:65][CH3:66])[CH3:64])[NH:17][C:18](=[O:62])[C@H:19]([CH2:54][C:55]1[CH:60]=[CH:59][C:58]([OH:61])=[CH:57][CH:56]=1)[NH:20][C:21](=[O:53])[C@H:22]([CH:50]([CH3:52])[CH3:51])[NH:23][C:24](=[O:49])[C@H:25]([CH2:42][CH2:43][CH2:44][NH:45][C:46](=[NH:48])[NH2:47])[N:26]([C:30](=[O:41])[CH2:31][N:32]([C:34]([O:36][C:37]([CH3:40])([CH3:39])[CH3:38])=[O:35])[CH3:33])[N+:27]([O-:29])=[O:28].[OH-].[Li+].Cl>O1CCOCC1>[C:37]([O:36][C:34]([N:32]([CH2:31][C:30]([N:26]([N+:27]([O-:29])=[O:28])[C@H:25]([C:24]([NH:23][C@H:22]([C:21]([NH:20][C@H:19]([C:18]([NH:17][C@H:16]([C:15]([NH:14][C@H:13]([C:12]([N:8]1[CH2:9][CH2:10][CH2:11][C@H:7]1[C:6]([NH:5][C:4]([C:3]([OH:77])=[O:2])=[CH2:76])=[O:75])=[O:74])[CH2:68][C:69]1[N:73]=[CH:72][NH:71][CH:70]=1)=[O:67])[C@H:63]([CH2:65][CH3:66])[CH3:64])=[O:62])[CH2:54][C:55]1[CH:60]=[CH:59][C:58]([OH:61])=[CH:57][CH:56]=1)=[O:53])[CH:50]([CH3:51])[CH3:52])=[O:49])[CH2:42][CH2:43][CH2:44][NH:45][C:46](=[NH:47])[NH2:48])=[O:41])[CH3:33])=[O:35])([CH3:40])([CH3:38])[CH3:39] |f:1.2|. Procedure: 2.09 g of t-butoxycarbonylsarcosylnitroarginylvalyltyrosylisoleucylhistidylprolyldehydroalanine methyl ester is dissolved in 30 ml of dioxane. To this solution is added 60 ml of 1 N lithium hydroxide. The reaction mixture is stirred for three hours, then neutralized with 1 N hydrochloric acid to pH 7. The solvent is removed by vacuum and the residue is dissolved in N,N-dimethylformamide. Ths solution is filtered and the solvent removed by vacuum. The residue is dissolved in dioxane and added to ... Starting materials: CC(C)([O-])C.[K+] (potassium t-butoxide), OC=1C=C(C=O)C=CC1 (3-hydroxybenzaldehyde), COCCl (methoxymethyl chloride). The solvent is CC(=O)N(C)C (dimethylacetamide). Conditions: time 1 hour. Yields the product COCOC=1C=C(C=O)C=CC1 (3-methoxymethoxybenzaldehyde). The yield is 68.0%. RXN SMILES: CC(C)([O-])C.[K+].[OH:7][C:8]1[CH:9]=[C:10]([CH:13]=[CH:14][CH:15]=1)[CH:11]=[O:12].[CH3:16][O:17][CH2:18]Cl>CC(N(C)C)=O>[CH3:16][O:17][CH2:18][O:7][C:8]1[CH:9]=[C:10]([CH:13]=[CH:14][CH:15]=1)[CH:11]=[O:12] |f:0.1|. Reported procedure: 11.2 g of potassium t-butoxide were added, whilst ice-cooling and stirring, to a solution of 12.0 g of 3-hydroxybenzaldehyde in 100 ml of dimethylacetamide, and, about ten minutes later, 8.05 g of methoxymethyl chloride were added dropwise to the resulting mixture. The reaction mixture was then stirred at room temperature for 1 hour, after which it was partitioned between ethyl acetate and water. The organic layer was concentrated by distillation under reduced pressure, and the residue was purif... The reactants are CCCC[N+](CCCC)(CCCC)CCCC, COCCOC, ClCC1CO1, [Na+], [OH-], O, CC(C)(O)C(=O)c1ccc(OCCO)cc1, O=S(=O)([O-])O. Product: CC(C)(O)C(=O)c1ccc(OCCOCC2CO2)cc1. As a reaction SMILES: [CH2:30]([N+:31]([CH2:32][CH2:33][CH2:34][CH3:35])([CH2:36][CH2:37][CH2:38][CH3:39])[CH2:40][CH2:41][CH2:42][CH3:43])[CH2:44][CH2:45][CH3:46].[CH3:47][O:48][CH2:49][CH2:50][O:51][CH3:52].[Cl:1][CH2:2][CH:3]1[CH2:4][O:5]1.[Na+:7].[OH-:6].[OH2:8].[OH:9][C:10]([C:11](=[O:12])[c:13]1[cH:14][cH:15][c:16]([O:19][CH2:20][CH2:21][OH:22])[cH:17][cH:18]1)([CH3:23])[CH3:24].[S:25]([O-:26])([OH:27])(=[O:28])=[O:29]>>[CH2:2]([CH:3]1[CH2:4][O:5]1)[O:22][CH2:21][CH2:20][O:19][c:16]1[cH:15][cH:14][c:13]([C:11]([C:10]([OH:9])([CH3:23])[CH3:24])=[O:12])[cH:18][cH:17]1. Starting materials: C1(CCCC1)C1=NN=C(C(N1)=O)C(CC)NC(=O)C1C2C=CC(C1)C2 (N-[1-(3-cyclopentyl-5-oxo-4,5-dihydro-1,2,4-triazin-6-yl)propyl]bicyclo[2.2.1]hept-5-ene-2-carboxamide), P(=O)(Cl)(Cl)Cl (phosphoric trichloride). The product is C12C(CC(C=C1)C2)C2=NC(=C1C(NC(=NN12)C1CCCC1)=O)CC (7-Bicyclo[2.2.1]hept-5-en-2-yl-2-cyclopentyl-5-ethylimidazo[5,1-f][1,2,4]triazin-4(3H)-one). As a reaction SMILES: [CH:1]1([C:6]2[NH:11][C:10](=[O:12])[C:9]([CH:13]([NH:16][C:17]([CH:19]3[CH2:24][CH:23]4[CH2:25][CH:20]3[CH:21]=[CH:22]4)=O)[CH2:14][CH3:15])=[N:8][N:7]=2)[CH2:5][CH2:4][CH2:3][CH2:2]1.P(Cl)(Cl)(Cl)=O>>[CH:20]12[CH2:25][CH:23]([CH:22]=[CH:21]1)[CH2:24][CH:19]2[C:17]1[N:8]2[C:9]([C:10](=[O:12])[NH:11][C:6]([CH:1]3[CH2:5][CH2:4][CH2:3][CH2:2]3)=[N:7]2)=[C:13]([CH2:14][CH3:15])[N:16]=1. Reported procedure: In analogy to the procedure for Example 1, 200 mg (0.58 mmol) crude N-[1-(3-cyclopentyl-5-oxo-4,5-dihydro-1,2,4-triazin-6-yl)propyl]bicyclo[2.2.1]hept-5-ene-2-carboxamide, 165 mg (1.1 mmol) phosphoric trichloride are stirred at reflux for 4 hours, proportionate amounts of the solvents are used. The isomers are purified by chromatography (preparative HPLC). Reactants: ClC=1N=C(C2=C(N1)C=C(S2)CN(S(=O)(=O)CCCCl)C)N2CCOCC2 (3-Chloro-propane-1-sulfonic acid (2-chloro-4-morpholin-4-yl-thieno[3,2-d]pyrimidin-6-ylmethyl)-methyl-amide), N1C(=CC2=CC=CC=C12)B(O)O (indole boronic acid). Yields the product N1C=CC2=C(C=CC=C12)C=1N=C(C2=C(N1)C=C(S2)CN(S(=O)(=O)CCCCl)C)N2CCOCC2 (3-chloro-propane-1-sulfonic acid [2-(1H-indol-4-yl)-4-morpholin-4-yl-thieno[3,2-d]pyrimidin-6-ylmethyl]-methyl-amide). Reaction SMILES: Cl[C:2]1[N:3]=[C:4]([N:21]2[CH2:26][CH2:25][O:24][CH2:23][CH2:22]2)[C:5]2[S:10][C:9]([CH2:11][N:12]([CH3:20])[S:13]([CH2:16][CH2:17][CH2:18][Cl:19])(=[O:15])=[O:14])=[CH:8][C:6]=2[N:7]=1.[NH:27]1[C:35]2[C:30](=[CH:31][CH:32]=[CH:33][CH:34]=2)[CH:29]=[C:28]1B(O)O>>[NH:27]1[C:35]2[C:30](=[C:31]([C:2]3[N:3]=[C:4]([N:21]4[CH2:26][CH2:25][O:24][CH2:23][CH2:22]4)[C:5]4[S:10][C:9]([CH2:11][N:12]([CH3:20])[S:13]([CH2:16][CH2:17][CH2:18][Cl:19])(=[O:14])=[O:15])=[CH:8][C:6]=4[N:7]=3)[CH:32]=[CH:33][CH:34]=2)[CH:29]=[CH:28]1. Procedure: 3-Chloro-propane-1-sulfonic acid (2-chloro-4-morpholin-4-yl-thieno[3,2-d]pyrimidin-6-ylmethyl)-methyl-amide was reacted with indole boronic acid in general procedure A. Purification on silica yielded 3-chloro-propane-1-sulfonic acid [2-(1H-indol-4-yl)-4-morpholin-4-yl-thieno[3,2-d]pyrimidin-6-ylmethyl]-methyl-amide.